Dataset: the Open Reaction Database (ORD), a public repository of structured organic reaction records. Task: describe an organic reaction: reactants, conditions, products, and yield The reactants are [Al+3], [H-], [H-], [H-], [H-], [Li+], C1CCOC1, Cc1cc(C)c(C(=O)CCCCC(=O)O)c(O)c1C. Product: Cc1cc(C)c(C(O)CCCCC(=O)O)c(O)c1C. As a reaction SMILES: [Al+3:2].[H-:1].[H-:4].[H-:5].[H-:6].[Li+:3].[O:26]1[CH2:27][CH2:28][CH2:29][CH2:30]1.[OH:7][c:8]1[c:9]([C:10](=[O:11])[CH2:12][CH2:13][CH2:14][CH2:15][C:16](=[O:17])[OH:18])[c:19]([CH3:25])[cH:20][c:21]([CH3:24])[c:22]1[CH3:23]>>[OH:7][c:8]1[c:9]([CH:10]([OH:11])[CH2:12][CH2:13][CH2:14][CH2:15][C:16](=[O:17])[OH:18])[c:19]([CH3:25])[cH:20][c:21]([CH3:24])[c:22]1[CH3:23]. Reactants: ClC1=C(C(=O)O)C=C(C=C1)O (2-chloro-5-hydroxybenzoic acid), C(=O)(N1C=NC=C1)N1C=NC=C1 (1,1′-carbonyldiimidazole), C12(CC3CC(CC(C1)C3)C2)CN (1-adamantanemethylamine). Run in CN(C=O)C (N,N-dimethylformamide). Run at time 2.5 hour. Product: ClC1=C(C(=O)NCC23CC4CC(CC(C2)C4)C3)C=C(C=C1)O (2-Chloro-5-hydroxy-N-(tricyclo[3.3.1.13,7]dec-1-ylmethyl)-benzamide). Yield: 2.6%. Reaction SMILES: [Cl:1][C:2]1[CH:10]=[CH:9][C:8]([OH:11])=[CH:7][C:3]=1[C:4]([OH:6])=O.C(N1C=CN=C1)(N1C=CN=C1)=O.[C:24]12([CH2:34][NH2:35])[CH2:33][CH:28]3[CH2:29][CH:30]([CH2:32][CH:26]([CH2:27]3)[CH2:25]1)[CH2:31]2>CN(C)C=O>[Cl:1][C:2]1[CH:10]=[CH:9][C:8]([OH:11])=[CH:7][C:3]=1[C:4]([NH:35][CH2:34][C:24]12[CH2:33][CH:28]3[CH2:27][CH:26]([CH2:32][CH:30]([CH2:29]3)[CH2:31]1)[CH2:25]2)=[O:6]. Procedure details: To a solution of 2-chloro-5-hydroxybenzoic acid (3.12 g) in N,N-dimethylformamide (50 ml) was added 1,1′-carbonyldiimidazole (3.0 g). The resulting reaction mixture was stirred for 2.5 h and then 1-adamantanemethylamine (3.0 g) was added. Stirring was continued for 14 h. The reaction mixture was partitioned between ethyl acetate and water and the organic layer was separated, washed with water and brine and then dried over sodium sulphate (Na2SO4). The organic layer was concentrated under reduced... The reactants are FC1=C(C=CC(=C1)B1OC(C(O1)(C)C)(C)C)C=1N=CC(=NC1)N (5-(2-fluoro-4-(4,4,5,5-tetramethyl-1,3,2-dioxaborolan-2-yl)phenyl)pyrazin-2-amine), BrC1=C(C=CC=C1)S(=O)(=O)C1(CCCC1)C#N (1-((2-bromophenyl)sulfonyl)cyclopentanecarbonitrile). The product is NC=1N=CC(=NC1)C1=C(C=C(C=C1)C1=C(C=CC=C1)S(=O)(=O)C1(CCCC1)C#N)F (1-{[4′-(5-Aminopyrazin-2-yl)-3′-fluorobiphenyl-2-yl]sulfonyl}cyclopentanecarbonitrile). RXN SMILES: [F:1][C:2]1[CH:7]=[C:6](B2OC(C)(C)C(C)(C)O2)[CH:5]=[CH:4][C:3]=1[C:17]1[N:18]=[CH:19][C:20]([NH2:23])=[N:21][CH:22]=1.Br[C:25]1[CH:30]=[CH:29][CH:28]=[CH:27][C:26]=1[S:31]([C:34]1([C:39]#[N:40])[CH2:38][CH2:37][CH2:36][CH2:35]1)(=[O:33])=[O:32]>>[NH2:23][C:20]1[N:21]=[CH:22][C:17]([C:3]2[CH:4]=[CH:5][C:6]([C:25]3[CH:30]=[CH:29][CH:28]=[CH:27][C:26]=3[S:31]([C:34]3([C:39]#[N:40])[CH2:38][CH2:37][CH2:36][CH2:35]3)(=[O:33])=[O:32])=[CH:7][C:2]=2[F:1])=[N:18][CH:19]=1. Procedure: The title compound was prepared using conditions analogous to those used to make Example 6 utilizing 5-(2-fluoro-4-(4,4,5,5-tetramethyl-1,3,2-dioxaborolan-2-yl)phenyl)pyrazin-2-amine and 1-((2-bromophenyl)sulfonyl)cyclopentanecarbonitrile. MS (ESI): mass calcd. for C22H19FN4O2S, 422.12; m/z found, 423.1 [M+H]+. 1H NMR (400 MHz, DMSO-d6) δ 8.40 (s, 1H), 8.21 (dd, J=8.0, 1.0, 1H), 8.03 (d, J=1.4, 1H), 7.92 (m, 1H), 7.88-7.80 (m, 2H), 7.53 (d, J=7.6, 1H), 7.35 (dd, J=12.3, 1.5, 1H), 7.29 (dd, J=8.0...